Dataset: the Open Reaction Database (ORD), a public repository of structured organic reaction records. Task: describe an organic reaction: reactants, conditions, products, and yield The reactants are NCCc1ccccc1, Cc1cnc(NCC(F)(F)c2ccccn2)c(=O)n1CC(=O)O. Yields the product Cc1cnc(NCC(F)(F)c2ccccn2)c(=O)n1CC(=O)NCCc1ccccc1. As a reaction SMILES: [CH2:24]([CH2:25][c:26]1[cH:27][cH:28][cH:29][cH:30][cH:31]1)[NH2:32].[F:1][C:2]([CH2:3][NH:4][c:5]1[c:6](=[O:16])[n:7]([CH2:12][C:13](=[O:14])[OH:15])[c:8]([CH3:11])[cH:9][n:10]1)([c:17]1[n:18][cH:19][cH:20][cH:21][cH:22]1)[F:23]>>[F:1][C:2]([CH2:3][NH:4][c:5]1[c:6](=[O:16])[n:7]([CH2:12][C:13](=[O:15])[NH:32][CH2:24][CH2:25][c:26]2[cH:27][cH:28][cH:29][cH:30][cH:31]2)[c:8]([CH3:11])[cH:9][n:10]1)([c:17]1[n:18][cH:19][cH:20][cH:21][cH:22]1)[F:23]. Starting materials: ClCCl, C1COCCN1, CCN=C=NCCCN(C)C, COC1=C(OC)C(=O)C(Cc2cccc(C(=O)O)c2OC(C)=O)=C(C)C1=O, Cl, O. The product is COC1=C(OC)C(=O)C(Cc2cccc(C(=O)N3CCOCC3)c2OC(C)=O)=C(C)C1=O. As a reaction SMILES: [CH2:19]([Cl:20])[Cl:21].[CH2:1]1[CH2:2][O:3][CH2:4][CH2:5][NH:6]1.[CH2:8]([N:9]=[C:10]=[N:11][CH2:12][CH2:13][CH2:14][N:15]([CH3:16])[CH3:17])[CH3:18].[CH3:22][O:23][C:24]1=[C:29]([O:30][CH3:31])[C:28](=[O:32])[C:27]([CH2:33][c:34]2[c:35]([O:43][C:44]([CH3:45])=[O:46])[c:36]([C:37](=[O:38])[OH:39])[cH:40][cH:41][cH:42]2)=[C:26]([CH3:47])[C:25]1=[O:48].[ClH:7].[OH2:49]>>[CH2:1]1[CH2:2][O:3][CH2:4][CH2:5][N:6]1[C:37]([c:36]1[c:35]([O:43][C:44]([CH3:45])=[O:46])[c:34]([CH2:33][C:27]2=[C:26]([CH3:47])[C:25](=[O:48])[C:24]([O:23][CH3:22])=[C:29]([O:30][CH3:31])[C:28]2=[O:32])[cH:42][cH:41][cH:40]1)=[O:38]. Reactants: FC=1C=C(N)C=CC1 (3-fluoroaniline), C=O (formaldehyde), N1N=NC2=C1C=CC=C2 (benzotriazole). Reaction conditions: time 3 hour. The product is FC=1C=C(NC)C=CC1 (3-Fluoro-N-methylaniline), OCN1N=NC2=C1C=CC=C2 (1-hydroxymethylbenzotriazole), N1N=NC2=C1C=CC=C2 (1H-benzotriazole). Reaction SMILES: [F:1][C:2]1[CH:3]=[C:4]([CH:6]=[CH:7][CH:8]=1)[NH2:5].[CH2:9]=[O:10].[NH:11]1[C:15]2[CH:16]=[CH:17][CH:18]=[CH:19][C:14]=2[N:13]=[N:12]1>>[F:1][C:2]1[CH:3]=[C:4]([CH:6]=[CH:7][CH:8]=1)[NH:5][CH3:14].[OH:10][CH2:9][N:11]1[C:15]2[CH:16]=[CH:17][CH:18]=[CH:19][C:14]=2[N:13]=[N:12]1.[NH:11]1[C:3]2[CH:2]=[CH:8][CH:7]=[CH:6][C:4]=2[N:5]=[N:12]1. Reported procedure: 3-Fluoro-N-methylaniline was prepared from 3-fluoroaniline using a modified reductive amination. First, 1-hydroxymethylbenzotriazole was prepared by adding 37% aqueous formaldehyde to benzotriazole at 40° C. in a 1:1 ratio, then cooling to room temperature to precipitate the product. After filtration the hydroxymethylbenzotriazole (125 g) was heated to reflux in toluene with 3-fluoroaniline (92.2 g). Water was removed azeotropically using a Dean-Stark trap. After three hours, the mixture was coo... Reactants: NS(=O)(=O)c1ccc(Br)cc1, C=CCN, CCCCCC, ClCCl. The product is C=CCNS(=O)(=O)c1ccc(Br)cc1. RXN SMILES: [Br:1][c:2]1[cH:3][cH:4][c:5]([S:8](=[O:9])(=[O:10])[NH2:11])[cH:6][cH:7]1.[CH2:12]([CH:13]=[CH2:14])[NH2:15].[CH3:16][CH2:17][CH2:18][CH2:19][CH2:20][CH3:21].[Cl:22][CH2:23][Cl:24]>>[Br:1][c:2]1[cH:3][cH:4][c:5]([S:8](=[O:9])(=[O:10])[NH:11][CH2:14][CH:13]=[CH2:12])[cH:6][cH:7]1. Starting materials: CCOC(=O)Cl, CCCC[N+](CCCC)(CCCC)CCCC, ClCCl, CCOCC, CC(C=O)Oc1ccc(Oc2ccc(C(F)(F)F)cc2Cl)cc1, N#C[K], N#C[Na], C1COCCOCCOCCOCCOCCO1, O=S(=O)([O-])O. Yields the product CCOC(=O)OC(C#N)C(C)Oc1ccc(Oc2ccc(C(F)(F)F)cc2Cl)cc1. RXN SMILES: [C:27]([O:28][CH2:29][CH3:30])(=[O:31])[Cl:32].[CH2:59]([N+:60]([CH2:61][CH2:62][CH2:63][CH3:64])([CH2:65][CH2:66][CH2:67][CH3:68])[CH2:69][CH2:70][CH2:71][CH3:72])[CH2:73][CH2:74][CH3:75].[CH2:81]([Cl:82])[Cl:83].[CH3:76][CH2:77][O:78][CH2:79][CH3:80].[Cl:1][c:2]1[c:3]([O:4][c:5]2[cH:6][cH:7][c:8]([O:9][CH:10]([CH:11]=[O:12])[CH3:13])[cH:14][cH:15]2)[cH:16][cH:17][c:18]([C:20]([F:21])([F:22])[F:23])[cH:19]1.[K:33][C:34]#[N:35].[Na:24][C:25]#[N:26].[O:36]1[CH2:37][CH2:38][O:39][CH2:40][CH2:41][O:42][CH2:43][CH2:44][O:45][CH2:46][CH2:47][O:48][CH2:49][CH2:50][O:51][CH2:52][CH2:53]1.[S:54]([O-:55])([OH:56])(=[O:57])=[O:58]>>[Cl:1][c:2]1[c:3]([O:4][c:5]2[cH:6][cH:7][c:8]([O:9][CH:10]([CH:11]([O:12][C:27]([O:28][CH2:29][CH3:30])=[O:31])[C:25]#[N:26])[CH3:13])[cH:14][cH:15]2)[cH:16][cH:17][c:18]([C:20]([F:21])([F:22])[F:23])[cH:19]1. Reactants: C[Si](C)(C)C=[N+]=[N-], COC(=O)C1CC2C(=O)C(=O)C1C=C2Br, ClCCl. Yields the product COC(=O)C1CC2C(=O)CC(=O)C1C=C2Br. Reaction SMILES: [CH3:1][Si:2]([CH:3]=[N+:4]=[N-:5])([CH3:6])[CH3:7].[CH3:8][O:9][C:10](=[O:11])[CH:12]1[CH:13]2[CH:14]=[C:15]([Br:22])[CH:16]([CH2:17]1)[C:18](=[O:21])[C:19]2=[O:20].[Cl:23][CH2:24][Cl:25]>>[CH2:1]1[C:18](=[O:21])[CH:16]2[C:15]([Br:22])=[CH:14][CH:13]([CH:12]([C:10]([O:9][CH3:8])=[O:11])[CH2:17]2)[C:19]1=[O:20]. Reactants: ClC1=CC(=[N+](C(=C1)NC(=O)OCC)[O-])NC(=O)OCC (4-chloro-2,6-bis-(ethoxycarbonylamino)pyridine 1-oxide), N1CCCCC1 (piperidine). Yields the product NC1=[N+](C(=CC(=C1)N1CCCCC1)N)[O-] (2,6-diamino-4-(1-piperidinyl)pyridine 1-oxide). The yield is 8.0%. RXN SMILES: Cl[C:2]1[CH:7]=[C:6]([NH:8]C(OCC)=O)[N+:5]([O-:14])=[C:4]([NH:15]C(OCC)=O)[CH:3]=1.[NH:21]1[CH2:26][CH2:25][CH2:24][CH2:23][CH2:22]1>>[NH2:15][C:4]1[CH:3]=[C:2]([N:21]2[CH2:26][CH2:25][CH2:24][CH2:23][CH2:22]2)[CH:7]=[C:6]([NH2:8])[N+:5]=1[O-:14]. Procedure: A mixture of 4-chloro-2,6-bis-(ethoxycarbonylamino)pyridine 1-oxide (10.0 g., 0.03 mole) obtained according to the procedure of Example 1(a) and 60 ml. of piperidine is heated in a sealed tube at 135° C. for a period of 48 hr. The reaction mixture is concentrated to dryness and the residual material taken up in a mixture of chloroform and 10% aqueous sodium carbonate. After separating the organic and aqueous fractions, the aqueous layer is washed with chloroform, the chloroform fractions combine...